Task: describe an organic reaction: reactants, conditions, products, and yield. Dataset: the Open Reaction Database (ORD), a public repository of structured organic reaction records Starting materials: O[C@]1(CC2=CC=CC(=C2CC1)O[Si](C1=CC=CC=C1)(C1=CC=CC=C1)C(C)(C)C)CO ((2R)-2-hydroxy-2-hydroxymethyl-5-t-butyldiphenylsilyloxy-1,2,3,4-tetrahydronaphthalene), C1(=CC=CC=C1)N(C(=O)Cl)C1=CC=CC=C1 (N,N-diphenylcarbamoyl chloride). Solvent: N1=CC=CC=C1 (pyridine). Reaction conditions: temperature 100 celsius, time 12 hour. Product: O[C@]1(CC2=CC=CC(=C2CC1)O[Si](C1=CC=CC=C1)(C1=CC=CC=C1)C(C)(C)C)COC(N(C1=CC=CC=C1)C1=CC=CC=C1)=O ((2R)-2-hydroxy-2-(N,N-diphenylcarbamoyloxymethyl)-5-t-butyldiphenylsilyloxy-1,2,3,4-tetrahydronaphthalene). Yield: 64.0%. RXN SMILES: [OH:1][C@:2]1([CH2:30][OH:31])[CH2:11][CH2:10][C:9]2[C:4](=[CH:5][CH:6]=[CH:7][C:8]=2[O:12][Si:13]([C:26]([CH3:29])([CH3:28])[CH3:27])([C:20]2[CH:25]=[CH:24][CH:23]=[CH:22][CH:21]=2)[C:14]2[CH:19]=[CH:18][CH:17]=[CH:16][CH:15]=2)[CH2:3]1.[C:32]1([N:38]([C:42]2[CH:47]=[CH:46][CH:45]=[CH:44][CH:43]=2)[C:39](Cl)=[O:40])[CH:37]=[CH:36][CH:35]=[CH:34][CH:33]=1>N1C=CC=CC=1>[OH:1][C@:2]1([CH2:30][O:31][C:39](=[O:40])[N:38]([C:42]2[CH:43]=[CH:44][CH:45]=[CH:46][CH:47]=2)[C:32]2[CH:37]=[CH:36][CH:35]=[CH:34][CH:33]=2)[CH2:11][CH2:10][C:9]2[C:4](=[CH:5][CH:6]=[CH:7][C:8]=2[O:12][Si:13]([C:26]([CH3:27])([CH3:28])[CH3:29])([C:20]2[CH:21]=[CH:22][CH:23]=[CH:24][CH:25]=2)[C:14]2[CH:19]=[CH:18][CH:17]=[CH:16][CH:15]=2)[CH2:3]1. Procedure: A mixture of (2R)-2-hydroxy-2-hydroxymethyl-5-t-butyldiphenylsilyloxy-1,2,3,4-tetrahydronaphthalene (1.4 g) and N,N-diphenylcarbamoyl chloride (3 g) in pyridine (15 ml) was stirred at 100° C. for 12 hours, cooled to room temperature, and partitioned between ethyl acetate and 1N-HCl. The organic layer was washed with water, sat. NaHO3, and brine. The dried solvent was evaporated in vacuo and the residue was purified by chromatography on silica gel to give (2R)-2-hydroxy-2-(N,N-diphenylcarbamoylox...